This data is from the Open Reaction Database (ORD), a public repository of structured organic reaction records. The task is: describe an organic reaction: reactants, conditions, products, and yield The reactants are Cc1ccccc1, O=C(NC(Cc1ccc(O)cc1)C(=O)O)OCC1CCCCC1, Cl, C1CCOC1. Product: O=C(NC(CO)Cc1ccc(O)cc1)OCC1CCCCC1. As a reaction SMILES: [CH3:30][c:31]1[cH:32][cH:33][cH:34][cH:35][cH:36]1.[CH:1]1([CH2:7][O:8][C:9](=[O:10])[NH:11][CH:12]([CH2:13][c:14]2[cH:15][cH:16][c:17]([OH:20])[cH:18][cH:19]2)[C:21](=[O:22])[OH:23])[CH2:2][CH2:3][CH2:4][CH2:5][CH2:6]1.[ClH:24].[O:25]1[CH2:26][CH2:27][CH2:28][CH2:29]1>>[CH:1]1([CH2:7][O:8][C:9](=[O:10])[NH:11][CH:12]([CH2:13][c:14]2[cH:15][cH:16][c:17]([OH:20])[cH:18][cH:19]2)[CH2:21][OH:22])[CH2:2][CH2:3][CH2:4][CH2:5][CH2:6]1. Reactants: N(=O)C1=CC=CC=C1 (nitroso benzene), C1(=CC=CC=C1)C (toluene), [C]=O (carbon monoxide). The reagents and catalysts are [Rh](Cl)(Cl)Cl (rhodium trichloride), [Co](I)I (cobalt iodide). Reaction conditions: temperature 200 celsius. Product: C1(=CC=CC=C1)N=C=O (phenyl isocyanate). Yield: 29.0%. Reaction SMILES: [N:1]([C:3]1C=CC=CC=1)=O.[C]=[O:10].[C:11]1(C)[CH:16]=[CH:15][CH:14]=[CH:13][CH:12]=1>[Rh](Cl)(Cl)Cl.[Co](I)I>[C:11]1([N:1]=[C:3]=[O:10])[CH:16]=[CH:15][CH:14]=[CH:13][CH:12]=1 |^3:8|. Reported procedure: The autoclave was charged with 10.0 grams of nitroso benzene, 63 grams (73 ml.) of toluene, 0.5 grams of rhodium trichloride, and 0.5 grams of anhydrous cobalt iodide. The autoclave was closed and then charged with sufficient carbon monoxide to increase the pressure to 1400 psig. The autoclave was heated to a temperature of 200°C. for 2 hours. After cooling the autoclave was vented, the contents filtered and the filtrate was analyzed by vapor phase chromotography. The product contained 3.2 grams... Reactants: C(C1=CC=CC=C1)=O (benzaldehyde), N (ammonia), N1(C=CC=2C1=C1C=CC=NC1=CC2)C[C@H](C)N ((S)-1-(1H-pyrrolo[2,3-f]quinolin-1-yl)-2-propylamine), C1OC=2C=C(C=O)C=CC2O1 (3,4-methylenedioxybenzaldehyde), [BH4-] (borohydride), C(\C=C\C(=O)O)(=O)O (fumaric acid). The solvent is CO (methanol), CC(C)O (2-propanol). Reaction conditions: temperature 0 celsius, time 3 hour. Yields the product C(\C=C\C(=O)O)(=O)O.C(\C=C\C(=O)O)(=O)O.N1(C=CC=2C1=C1C=CC=NC1=CC2)C[C@H](C)NCC2=CC1=C(C=C2)OCO1 ((S)-[1-(1H-Pyrrolo[2,3-f]quinolin-1-yl)-2-propyl]-(3,4-methylenedioxybenzyl)amine bis-fumarate). Yield: 79.9%. RXN SMILES: [N:1]1([CH2:14][C@@H:15]([NH2:17])[CH3:16])[C:5]2=[C:6]3[C:11](=[CH:12][CH:13]=[C:4]2[CH:3]=[CH:2]1)[N:10]=[CH:9][CH:8]=[CH:7]3.[CH2:18]1[O:28][C:27]2[CH:26]=[CH:25][C:22]([CH:23]=O)=[CH:21][C:20]=2[O:19]1.[BH4-].C(=O)C1C=CC=CC=1.N.[C:39]([OH:46])(=[O:45])/[CH:40]=[CH:41]/[C:42]([OH:44])=[O:43]>CC(O)C.CO>[C:39]([OH:46])(=[O:45])/[CH:40]=[CH:41]/[C:42]([OH:44])=[O:43].[C:39]([OH:46])(=[O:45])/[CH:40]=[CH:41]/[C:42]([OH:44])=[O:43].[N:1]1([CH2:14][C@@H:15]([NH:17][CH2:23][C:22]2[CH:25]=[CH:26][C:27]3[O:28][CH2:18][O:19][C:20]=3[CH:21]=2)[CH3:16])[C:5]2=[C:6]3[C:11](=[CH:12][CH:13]=[C:4]2[CH:3]=[CH:2]1)[N:10]=[CH:9][CH:8]=[CH:7]3 |f:8.9.10|. Procedure: A mixture of (S)-1-(1H-pyrrolo[2,3-f]quinolin-1-yl)-2-propylamine (0.025 g, 0.11 mmol), 3,4-methylenedioxybenzaldehyde (0.033 g, 0.22 mmol) and methanol (1 mL) was shaken for 3 h. To the mixture was added Amberlite IRA-400 borohydride resin (2.5 mmol/g —BH4, 0.12 g, 0.3 mmol) and the mixture was shaken for 18 h. To the mixture was added PS-benzaldehyde (2.5 mmol/g —CHO, 0.12 g, 0.3 mmol) and the mixture was shaken for 18 h and filtered. The filter-cake was washed with dichloromethane (2×1 mL) an... Starting materials: C(C)OC=O (ethylformate), C(CC)(=O)OCC (ethyl propionate), [H-].[Na+] (sodium hydride), FC(CN=C(NC1=NC(=CC=C1)OCCCC(OC)=N)N)(F)F (methyl 4-[2-(2-[2,2,2-trifluoroethyl]guanidino)pyrid-6-yloxy]butyrimidate), [Cl-].[NH4+] (ammonium chloride), [Na] (sodium), C(=O)C(C(=O)OCC)C (ethyl 2-formylpropionate). Run in CO (MeOH). Run at time 1 hour. Yields the product C(\C=C/C(=O)O)(=O)O.OC1=NC(=NC=C1C)CCCOC1=CC=CC(=N1)NC(=NCC(F)(F)F)N (4-hydroxy-5-methyl-2-(3-[2-(2-[2,2,2-trifluoroethyl]guanidino)pyrid-6-yloxy]propyl)pyrimidine hydrogen maleate). As a reaction SMILES: [F:1][C:2]([F:23])([F:22])[CH2:3][N:4]=[C:5]([NH2:21])[NH:6][C:7]1[CH:12]=[CH:11][CH:10]=[C:9]([O:13][CH2:14][CH2:15][CH2:16][C:17](=[NH:20])OC)[N:8]=1.[Cl-].[NH4+:25].[Na].[CH:27]([CH:29]([CH3:35])[C:30]([O:32]CC)=[O:31])=[O:28].C([O:38][CH:39]=[O:40])C.C(OCC)(=O)CC.[H-].[Na+]>CO>[C:39]([OH:40])(=[O:38])/[CH:35]=[CH:29]\[C:30]([OH:32])=[O:31].[OH:28][C:27]1[C:29]([CH3:35])=[CH:30][N:20]=[C:17]([CH2:16][CH2:15][CH2:14][O:13][C:9]2[N:8]=[C:7]([NH:6][C:5]([NH2:21])=[N:4][CH2:3][C:2]([F:1])([F:22])[F:23])[CH:12]=[CH:11][CH:10]=2)[N:25]=1 |f:1.2,7.8,10.11,^1:25|. Procedure: A mixture of methyl 4-[2-(2-[2,2,2-trifluoroethyl]guanidino)pyrid-6-yloxy]butyrimidate (0.3 g.), ammonium chloride (0.054 g.) and MeOH (5 ml.) was stirred at room temperature for 1 hour. The mixture was treated with the sodium salt of ethyl 2-formylpropionate [prepared from ethylformate (0.37 g.), ethyl propionate (0.51 g.) and a 50% w/w dispersion of sodium hydride in oil (0.5 g.) as in the first part of Example 11] and heated under reflux for 18 hours and then evaporated to dryness. The residu...